This data is from the Open Reaction Database (ORD), a public repository of structured organic reaction records. The task is: describe an organic reaction: reactants, conditions, products, and yield Yields the product I, c1ccc(OCCNC2=Nc3ccccc3CN2)cc1. Starting materials: CSC1=Nc2ccccc2CN1, CC#N, I, NCCOc1ccccc1. RXN SMILES: [CH3:12][S:13][C:14]1=[N:15][c:16]2[cH:17][cH:18][cH:19][cH:20][c:21]2[CH2:22][NH:23]1.[CH3:24][C:25]#[N:26].[IH:11].[O:1]([c:2]1[cH:3][cH:4][cH:5][cH:6][cH:7]1)[CH2:8][CH2:9][NH2:10]>>[IH:11].[O:1]([c:2]1[cH:3][cH:4][cH:5][cH:6][cH:7]1)[CH2:8][CH2:9][NH:10][C:14]1=[N:15][c:16]2[cH:17][cH:18][cH:19][cH:20][c:21]2[CH2:22][NH:23]1.